Dataset: the Open Reaction Database (ORD), a public repository of structured organic reaction records. Task: describe an organic reaction: reactants, conditions, products, and yield The product is N1(CCOCC1)C1=CC=C(C=N1)NC(=O)C=1N=C(SC1)C1=CC=CC=C1 (2-phenyl-thiazole-4-carboxylic acid (6-morpholin-4-yl-pyridin-3-yl)-amide). Starting materials: C1(=CC=CC=C1)C=1SC=C(N1)C(=O)O (2-phenyl-thiazole-4-carboxylic acid), N1(CCOCC1)C1=CC=C(C=N1)N (6-morpholin-4-yl-pyridin-3-ylamine). Procedure: With a procedure similar to example 1 above, 2-phenyl-thiazole-4-carboxylic acid (6-morpholin-4-yl-pyridin-3-yl)-amide was prepared from 2-phenyl-thiazole-4-carboxylic acid and 6-morpholin-4-yl-pyridin-3-ylamine. LCMS calcd for C19H18N4O2S (m/e) 366, obsd 367 (M+H). As a reaction SMILES: [C:1]1([C:7]2[S:8][CH:9]=[C:10]([C:12]([OH:14])=O)[N:11]=2)[CH:6]=[CH:5][CH:4]=[CH:3][CH:2]=1.[N:15]1([C:21]2[N:26]=[CH:25][C:24]([NH2:27])=[CH:23][CH:22]=2)[CH2:20][CH2:19][O:18][CH2:17][CH2:16]1>>[N:15]1([C:21]2[N:26]=[CH:25][C:24]([NH:27][C:12]([C:10]3[N:11]=[C:7]([C:1]4[CH:2]=[CH:3][CH:4]=[CH:5][CH:6]=4)[S:8][CH:9]=3)=[O:14])=[CH:23][CH:22]=2)[CH2:20][CH2:19][O:18][CH2:17][CH2:16]1. The reactants are C(C)(C)(C)OC(C(C(=O)OC(C)(C)C)(C1=NC(=NS1)C)CCCCCC#N)=O (2-(5-cyanopentyl)-2-(3-methyl[1,2,4]thiadiazol-5-yl)malonic acid di-tert-butyl ester), resultant mixture. Solvent: FC(C(=O)O)(F)F (trifluoroacetic acid). Product: C(#N)CCCCCC(C(=O)O)C1=NC(=NS1)C (7-Cyano-2-(3-methyl[1,2,4]thiadiazol-5-yl)heptanoic Acid). As a reaction SMILES: C([O:5][C:6](=[O:28])[C:7]([CH2:21][CH2:22][CH2:23][CH2:24][CH2:25][C:26]#[N:27])([C:15]1[S:19][N:18]=[C:17]([CH3:20])[N:16]=1)C(OC(C)(C)C)=O)(C)(C)C>FC(F)(F)C(O)=O>[C:26]([CH2:25][CH2:24][CH2:23][CH2:22][CH2:21][CH:7]([C:15]1[S:19][N:18]=[C:17]([CH3:20])[N:16]=1)[C:6]([OH:28])=[O:5])#[N:27]. Procedure details: To stirred trifluoroacetic acid (20 mL) was added 2-(5-cyanopentyl)-2-(3-methyl[1,2,4]thiadiazol-5-yl)malonic acid di-tert-butyl ester (2021051) (0.75 g, 1.83 mmol) and the resultant mixture was stirred at room temperature for 1.5 h. The TFA was then removed under reduced pressure, while the temperature of the water bath was maintained below 25° C. The resultant oil was dissolved in dichloromethane (20 mL) and made basic with the careful addition of triethylamine, while keeping the reaction temp...